From a dataset of the Open Reaction Database (ORD), a public repository of structured organic reaction records. describe an organic reaction: reactants, conditions, products, and yield Yields the product CC(C)(C)[Si](OCc1ccc(CO)cc1Cl)(c1ccccc1)c1ccccc1. The reactants are [BH4-], CC(C)(C)[Si](OCc1ccc(C=O)cc1Cl)(c1ccccc1)c1ccccc1, CCO, [Na+]. Reaction SMILES: [BH4-:29].[C:1]([CH3:2])([CH3:3])([CH3:4])[Si:5]([O:6][CH2:7][c:8]1[c:9]([Cl:16])[cH:10][c:11]([CH:12]=[O:13])[cH:14][cH:15]1)([c:17]1[cH:18][cH:19][cH:20][cH:21][cH:22]1)[c:23]1[cH:24][cH:25][cH:26][cH:27][cH:28]1.[CH3:31][CH2:32][OH:33].[Na+:30]>>[C:1]([CH3:2])([CH3:3])([CH3:4])[Si:5]([O:6][CH2:7][c:8]1[c:9]([Cl:16])[cH:10][c:11]([CH2:12][OH:13])[cH:14][cH:15]1)([c:17]1[cH:18][cH:19][cH:20][cH:21][cH:22]1)[c:23]1[cH:24][cH:25][cH:26][cH:27][cH:28]1. Starting materials: C(C)(C)OS(=O)(=O)C=C (Vinylsulfonic Acid Isopropyl Ester), C(C)(C)[Si](OCCCN)(C(C)C)C(C)C (3-triisopropylsilyloxypropylamine). The solvent is CO (methanol). Reaction conditions: time 8 hour. The product is C(C)(C)OS(CCNCCCO[Si](C(C)C)(C(C)C)C(C)C)(=O)=O (N-(3-triisopropylsilyloxypropyl)-taurine isopropyl ester). Yield: 85.2%. As a reaction SMILES: [CH:1]([O:4][S:5]([CH:8]=[CH2:9])(=[O:7])=[O:6])([CH3:3])[CH3:2].[CH:10]([Si:13]([CH:22]([CH3:24])[CH3:23])([CH:19]([CH3:21])[CH3:20])[O:14][CH2:15][CH2:16][CH2:17][NH2:18])([CH3:12])[CH3:11]>CO>[CH:1]([O:4][S:5](=[O:7])(=[O:6])[CH2:8][CH2:9][NH:18][CH2:17][CH2:16][CH2:15][O:14][Si:13]([CH:22]([CH3:24])[CH3:23])([CH:10]([CH3:12])[CH3:11])[CH:19]([CH3:21])[CH3:20])([CH3:3])[CH3:2]. Procedure details: Vinylsulfonic acid isopropyl ester (0.3 g, 2.00 mmol) obtained in step 1 and 3-triisopropylsilyloxypropylamine (0.9 g, 3.89 mmol) were dissolved in methanol (10 mL), and the mixture was stirred at room temperature overnight. The solvent was evaporated and the residue was purified by silica gel column chromatography to give the title compound (0.65 g). Reactants: CCOC(=O)C(C)(CCCCBr)c1ccc(C)cc1, CO, [Cl-], ClCCl, [NH4+]. Yields the product Cc1ccc(C(C)(CO)CCCCBr)cc1. Reaction SMILES: [Br:3][CH2:4][CH2:5][CH2:6][CH2:7][C:8]([C:9](=[O:10])[O:11][CH2:12][CH3:13])([c:14]1[cH:15][cH:16][c:17]([CH3:20])[cH:18][cH:19]1)[CH3:21].[CH3:1][OH:2].[Cl-:22].[Cl:24][CH2:25][Cl:26].[NH4+:23]>>[Br:3][CH2:4][CH2:5][CH2:6][CH2:7][C:8]([CH2:9][OH:10])([c:14]1[cH:15][cH:16][c:17]([CH3:20])[cH:18][cH:19]1)[CH3:21]. Reactants: COC=1C=C(CC=2C(=NC(=NC2)N)N)C=C(C1OC)I (5-(3,4-dimethoxy-5-iodo-benzyl)pyrimidine-2,4-diamine), C(#C)C1=CC2=CC=CC=C2C=C1 (2-ethynyl-naphthalene), C([O-])([O-])=O.[K+].[K+] (potassium carbonate), C1(=CC=CC=C1)P(C1=CC=CC=C1)C1=CC=CC=C1 (triphenylphosphine). Reagents/catalysts: [Cu]I (copper(I) iodide). Run in CN(C=O)C (dimethylformamide), O (water). The product is COC=1C=C(CC=2C(=NC(=NC2)N)N)C=C(C1OC)C#CC1=CC2=CC=CC=C2C=C1 (5-[3,4-dimethoxy-5-(naphthalen-2-ylethynyl)-benzyl]-pyrimidine-2,4-diamine). Isolated yield 57.8%. RXN SMILES: [CH3:1][O:2][C:3]1[CH:4]=[C:5]([CH:15]=[C:16](I)[C:17]=1[O:18][CH3:19])[CH2:6][C:7]1[C:8]([NH2:14])=[N:9][C:10]([NH2:13])=[N:11][CH:12]=1.[C:21]([C:23]1[CH:32]=[CH:31][C:30]2[C:25](=[CH:26][CH:27]=[CH:28][CH:29]=2)[CH:24]=1)#[CH:22].C(=O)([O-])[O-].[K+].[K+].C1(P(C2C=CC=CC=2)C2C=CC=CC=2)C=CC=CC=1>CN(C)C=O.[Cu]I.O>[CH3:1][O:2][C:3]1[CH:4]=[C:5]([CH:15]=[C:16]([C:22]#[C:21][C:23]2[CH:32]=[CH:31][C:30]3[C:25](=[CH:26][CH:27]=[CH:28][CH:29]=3)[CH:24]=2)[C:17]=1[O:18][CH3:19])[CH2:6][C:7]1[C:8]([NH2:14])=[N:9][C:10]([NH2:13])=[N:11][CH:12]=1 |f:2.3.4|. Procedure: A mixture of 197 mg of 5-(3,4-dimethoxy-5-iodo-benzyl)pyrimidine-2,4-diamine, 155 mg of 2-ethynyl-naphthalene (Bull. Soc. Chim. Fr. [3], 7, 648, (1892)), 108 mg of potassium carbonate, 14 mg of triphenylphosphine and 5 mg of copper(I) iodide in 2 ml of dimethylformamide is heated at 100° for 4 hrs. The reaction mixture is cooled to room temperature, poured into 50 ml of water and extracted three times with 50 ml of methylene chloride each time. The organic phases are washed with 50 ml of water, ... Reactants: FC1=CC=C(C(=O)CC(=O)OCC)C=C1 (ethyl 4-fluorobenzoylacetate), CC(C=O)C (2-methylpropanal), N1CCCCC1 (piperidine), C(C)(=O)O (acetic acid). The solvent is C(C)(C)O (isopropanol). Product: FC1=CC=C(CC(C(=O)OCC)=CC(C)C)C=C1 (Ethyl 2-(4-fluorobenzyl)-4-methyl-pent-2-enoate). RXN SMILES: [F:1][C:2]1[CH:15]=[CH:14][C:5]([C:6]([CH2:8][C:9]([O:11][CH2:12][CH3:13])=[O:10])=O)=[CH:4][CH:3]=1.[CH3:16][CH:17]([CH3:20])[CH:18]=O.N1CCCCC1.C(O)(=O)C>C(O)(C)C>[F:1][C:2]1[CH:15]=[CH:14][C:5]([CH2:6][C:8](=[CH:16][CH:17]([CH3:20])[CH3:18])[C:9]([O:11][CH2:12][CH3:13])=[O:10])=[CH:4][CH:3]=1. Reported procedure: A solution of 210 g (1 mmol) of ethyl 4-fluorobenzoylacetate and 144 g (2 mol) of 2-methylpropanal are stirred overnight at 50° C. with 7 ml of piperidine and 5 ml of acetic acid in 100 ml of isopropanol. After reaction is complete, the batch is concentrated at about 15 Torr and the crude product (270 g, about 85%) is reacted without further purification. Starting materials: NCCCC(=O)O (gamma-aminobutyric acid), C1(C=2C(C(=O)O1)=CC=CC2)=O (phthalic anhydride). Yields the product C1(C=2C(C(N1CCCC(=O)O)=O)=CC=CC2)=O (gamma-phthalimidobutyric acid). Yield: 88.5%. Reaction SMILES: [NH2:1][CH2:2][CH2:3][CH2:4][C:5]([OH:7])=[O:6].[C:8]1(=O)[O:13][C:11](=[O:12])[C:10]2=[CH:14][CH:15]=[CH:16][CH:17]=[C:9]12>>[C:8]1(=[O:13])[N:1]([CH2:2][CH2:3][CH2:4][C:5]([OH:7])=[O:6])[C:11](=[O:12])[C:10]2=[CH:14][CH:15]=[CH:16][CH:17]=[C:9]12. Procedure details: 2 g of gamma-aminobutyric acid is reacted with an equimolar amount (2.87 g) of phthalic anhydride by dry melting at 150° C. The reaction product is crystallized from ethanol/water (1/2) so yielding 4 g of gamma-phthalimidobutyric acid with melting point 120°-123° C. and 88% yield.